This data is from the Open Reaction Database (ORD), a public repository of structured organic reaction records. The task is: describe an organic reaction: reactants, conditions, products, and yield Starting materials: CC#N, CCOC(=O)C(C)(C)CCCCl, C[Si](C)(C)I, O. Yields the product CC(C)(CCCCl)C(=O)O. Reaction SMILES: [CH3:6][C:7]#[N:8].[Cl:9][CH2:10][CH2:11][CH2:12][C:13]([C:14](=[O:15])[O:16][CH2:17][CH3:18])([CH3:19])[CH3:20].[I:1][Si:2]([CH3:3])([CH3:4])[CH3:5].[OH2:21]>>[Cl:9][CH2:10][CH2:11][CH2:12][C:13]([C:14](=[O:15])[OH:16])([CH3:19])[CH3:20]. The reactants are C(C)(C)(C)OC(=O)NCC1=CC=C(C=C1)N\C(\C1=CC=CC=C1)=C\1/C(NC2=CC=C(C=C12)[N+](=O)[O-])=O ((Z)-3-[1-(4-tert.butoxycarbonylaminomethyl-phenylamino)-1-phenyl-methylidene]-5-nitro-2-indolinone), C(C)(=O)OCC.Cl (ethyl acetate hydrogen chloride). The product is Cl.NCC1=CC=C(C=C1)N\C(\C1=CC=CC=C1)=C\1/C(NC2=CC=C(C=C12)[N+](=O)[O-])=O ((Z)-3-[1-(4-aminomethyl-phenylamino]-1-phenyl-methylidene]-5-nitro-2-indolinone-hydrochloride). RXN SMILES: C(OC([NH:8][CH2:9][C:10]1[CH:15]=[CH:14][C:13]([NH:16]/[C:17](=[C:24]2\[C:25](=[O:36])[NH:26][C:27]3[C:32]\2=[CH:31][C:30]([N+:33]([O-:35])=[O:34])=[CH:29][CH:28]=3)/[C:18]2[CH:23]=[CH:22][CH:21]=[CH:20][CH:19]=2)=[CH:12][CH:11]=1)=O)(C)(C)C.C(OCC)(=O)C.[ClH:43]>>[ClH:43].[NH2:8][CH2:9][C:10]1[CH:11]=[CH:12][C:13]([NH:16]/[C:17](=[C:24]2\[C:25](=[O:36])[NH:26][C:27]3[C:32]\2=[CH:31][C:30]([N+:33]([O-:35])=[O:34])=[CH:29][CH:28]=3)/[C:18]2[CH:19]=[CH:20][CH:21]=[CH:22][CH:23]=2)=[CH:14][CH:15]=1 |f:1.2,3.4|. Procedure: Prepared analogously to Example 29a from (Z)-3-[1-(4-tert.butoxycarbonylaminomethyl-phenylamino)-1-phenyl-methylidene]-5-nitro-2-indolinone and ethyl acetate/hydrogen chloride.